This data is from the Open Reaction Database (ORD), a public repository of structured organic reaction records. The task is: describe an organic reaction: reactants, conditions, products, and yield Reactants: C=CCCCCCCC (nonene), C1(=CC=CC=C1)O (phenol). Reagents/catalysts: [Fe] (Iron). Product: C(CCCCCCCC)C1=C(C=CC=C1)O (nonyl phenol). As a reaction SMILES: [CH2:1]=[CH:2][CH2:3][CH2:4][CH2:5][CH2:6][CH2:7][CH2:8][CH3:9].[C:10]1([OH:16])[CH:15]=[CH:14][CH:13]=[CH:12][CH:11]=1>[Fe]>[CH2:1]([C:11]1[CH:12]=[CH:13][CH:14]=[CH:15][C:10]=1[OH:16])[CH2:2][CH2:3][CH2:4][CH2:5][CH2:6][CH2:7][CH2:8][CH3:9]. Procedure: The alkylation reaction, example 11 from DE-A-1 271 682 was reworked analogously. In a 1 liter three-neck flask equipped with a thermometer, a magnetic stirring mechanism and a reflux condenser, 252.5 g (2.0 mole) nonene, 235.3 g (2.5 mole) phenol and 5.0 g catalyst from Example 2 and Example 3 were heated to 90° C. After 3 hours reaction time, the catalyst was filtered off. The filtrate was fractionated using a 10 cm Vigreaux column. In the boiling range from 159° C. to 181° C. the alkylation p... Starting materials: C1(=CC=CC=C1)P(C1=CC=CC=C1)C1=CC=CC=C1 (triphenylphosphine), CC(C)OC(=O)/N=N/C(=O)OC(C)C (DIAD), ClC1=C(C=C(C=C1[N+](=O)[O-])C#N)NC(CN(CC1=C(C=C(C=C1OC)OC)OC)CCO)=O (N-(2-chloro-5-cyano-3-nitrophenyl)-2-((2-hydroxyethyl)(2,4,6-trimethoxybenzyl)amino)acetamide). Solvent: CCOC(=O)C (EtOAc), O (water), C1CCOC1 (THF). Run at time 10 minute. Product: ClC1=C(C=C(C#N)C=C1N1C(CN(CC1)CC1=C(C=C(C=C1OC)OC)OC)=O)[N+](=O)[O-] (4-chloro-3-nitro-5-(2-oxo-4-(2,4,6-trimethoxybenzyl)piperazin-1-yl)benzonitrile). Yield: 19.5%. RXN SMILES: C1(P(C2C=CC=CC=2)C2C=CC=CC=2)C=CC=CC=1.CC(OC(/N=N/C(OC(C)C)=O)=O)C.[Cl:34][C:35]1[C:40]([N+:41]([O-:43])=[O:42])=[CH:39][C:38]([C:44]#[N:45])=[CH:37][C:36]=1[NH:46][C:47](=[O:66])[CH2:48][N:49]([CH2:63][CH2:64]O)[CH2:50][C:51]1[C:56]([O:57][CH3:58])=[CH:55][C:54]([O:59][CH3:60])=[CH:53][C:52]=1[O:61][CH3:62]>C1COCC1.CCOC(C)=O.O>[Cl:34][C:35]1[C:36]([N:46]2[CH2:64][CH2:63][N:49]([CH2:50][C:51]3[C:56]([O:57][CH3:58])=[CH:55][C:54]([O:59][CH3:60])=[CH:53][C:52]=3[O:61][CH3:62])[CH2:48][C:47]2=[O:66])=[CH:37][C:38]([C:44]#[N:45])=[CH:39][C:40]=1[N+:41]([O-:43])=[O:42]. Procedure: To a solution of triphenylphosphine (263 mg, 1.002 mmol) in THF (2 mL) was added DIAD (0.195 mL, 1.002 mmol). The reaction mixture was stirred for 10 min. Then a solution of N-(2-chloro-5-cyano-3-nitrophenyl)-2-((2-hydroxyethyl)(2,4,6-trimethoxybenzyl)amino)acetamide (160 mg, 0.334 mmol) in TIIF (1.000 mL) was added drop wise. The reaction mixture was then stirred at room temperature for 3 h. LC-MS indicated the desired peak. It was diluted with EtOAc and water. The aqueous layer was extracted w... The reactants are N1=CC(=CC=C1)CC(=O)OCC (ethyl 2-pyridin-3-ylacetate), BrCCBr (1,2-dibromoethane). The product is N1=CC(=CC=C1)C1(CC1)C(=O)OCC (ethyl 1-pyridin-3-ylcyclopropane-1-carboxylate). As a reaction SMILES: [N:1]1[CH:6]=[CH:5][CH:4]=[C:3]([CH2:7][C:8]([O:10][CH2:11][CH3:12])=[O:9])[CH:2]=1.Br[CH2:14][CH2:15]Br>>[N:1]1[CH:6]=[CH:5][CH:4]=[C:3]([C:7]2([C:8]([O:10][CH2:11][CH3:12])=[O:9])[CH2:15][CH2:14]2)[CH:2]=1. Reported procedure: Prepared in a similar manner to that described above by reacting ethyl 2-pyridin-3-ylacetate with 1,2-dibromoethane to give ethyl 1-pyridin-3-ylcyclopropane-1-carboxylate which was then hydrogenated to give the desired compound as a brown oil (quantitative reaction). Reactants: C(C)(C)N(CC)C(C)C (diisopropylethylamine), ClC=1C=C(C=CC1)CC(=O)Cl (m-chlorophenylacetyl chloride), C(C)(C)C=1C=C(N)C=CC1 (m-isopropylaniline), C(C)C(=O)CBr (bromomethyl ethyl ketone). Run in N1=CC=CC=C1 (pyridine), C1(=CC=CC=C1)C (toluene), O (water). Product: C(C)(C)C=1C=C(C=CC1)N(C(CC1=CC(=CC=C1)Cl)=O)CC(CC)=O (N-(3-isopropylphenyl)-N-(2-oxobutyl)-3-chlorophenylacetamide). Yield: 93.0%. RXN SMILES: [CH:1]([C:4]1[CH:5]=[C:6]([CH:8]=[CH:9][CH:10]=1)[NH2:7])([CH3:3])[CH3:2].C(N(C(C)C)CC)(C)C.[CH2:20]([C:22]([CH2:24]Br)=[O:23])[CH3:21].[Cl:26][C:27]1[CH:28]=[C:29]([CH2:33][C:34](Cl)=[O:35])[CH:30]=[CH:31][CH:32]=1>C1(C)C=CC=CC=1.O.N1C=CC=CC=1>[CH:1]([C:4]1[CH:5]=[C:6]([N:7]([CH2:24][C:22](=[O:23])[CH2:20][CH3:21])[C:34](=[O:35])[CH2:33][C:29]2[CH:30]=[CH:31][CH:32]=[C:27]([Cl:26])[CH:28]=2)[CH:8]=[CH:9][CH:10]=1)([CH3:3])[CH3:2]. Procedure: 200 g (1.48 mol) of m-isopropylaniline were dissolved in 600 ml of toluene, and 284 ml of diisopropylethylamine were then added thereto. The solution was heated to 45° C. under a nitrogen stream, and 245.8 g (1.63 mols) of bromomethyl ethyl ketone were added dropwise over 3 hours. After the temperature of the solution was returned to room temperature, 132 ml of pyridine were added thereto, and 308 g (1.63 mols) of m-chlorophenylacetyl chloride were then added dropwise thereto. The reaction mixtu... Reactants: IC(C(CCI)(F)F)(F)F (1,4-diiodo-1,1,2,2-tetrafluorobutane), IC(C(CCI)(F)F)(F)F (1,4-diiodo-1,1,2,2-tetrafluorobutane), I (hydrogen iodide), [OH-].[K+] (potassium hydroxide), [OH-].[Na+] (sodium hydroxide). The product is IC(C(C=C)(F)F)(F)F (1-iodo-1,1,2,2-tetrafluoro-3-butene). RXN SMILES: [I:1][C:2]([F:10])([F:9])[C:3]([F:8])([F:7])[CH2:4][CH2:5]I.[OH-].[K+].[OH-].[Na+].I>>[I:1][C:2]([F:10])([F:9])[C:3]([F:8])([F:7])[CH:4]=[CH2:5] |f:1.2,3.4|. Procedure details: the 1,4-diiodo-1,1,2,2-tetrafluorobutane reacting with at least a stoichiometric amount of potassium hydroxide or sodium hydroxide in the form of an approximately 10 to 60% strength by weight aqueous solution at a temperature of 20° to 100° C. and in the presence of a phase transfer catalyst in an amount of 0.1 to 5 mol %, relative to the amount of 1,4-diiodo-1,1,2,2-tetrafluorobutane, to eliminate hydrogen iodide, and isolating 1-iodo-1,1,2,2-tetrafluoro-3-butene from this reaction product, Reactants: C#CCCCCCCO, O, Cc1ccc(S(=O)(=O)Cl)cc1, c1ccncc1. Product: C#CCCCCCCOS(=O)(=O)c1ccc(C)cc1. Reaction SMILES: [CH2:12]([CH2:13][CH2:14][CH2:15][CH2:16][CH2:17][C:18]#[CH:19])[OH:20].[OH2:21].[c:1]1([CH3:11])[cH:2][cH:3][c:4]([S:7](=[O:8])(=[O:9])[Cl:10])[cH:5][cH:6]1.[cH:22]1[cH:23][cH:24][n:25][cH:26][cH:27]1>>[c:1]1([CH3:11])[cH:2][cH:3][c:4]([S:7](=[O:8])(=[O:9])[O:20][CH2:12][CH2:13][CH2:14][CH2:15][CH2:16][CH2:17][C:18]#[CH:19])[cH:5][cH:6]1.